Dataset: the Open Reaction Database (ORD), a public repository of structured organic reaction records. Task: describe an organic reaction: reactants, conditions, products, and yield Reactants: C(=O)N1CCC(C(=O)Cl)CC1 (N-formylisonipecotic acid chloride), [Cl-].[Al+3].[Cl-].[Cl-] (aluminum chloride), FC1=CC(=CC=C1)F (1,3-difluorobenzene), ice water. The product is FC1=C(C(=O)C2CCN(CC2)C=O)C=CC(=C1)F (4-(2,4-Difluorobenzoyl)-N-formylpiperidine). Isolated yield 32.3%. Reaction SMILES: [Cl-].[Al+3].[Cl-].[Cl-].[CH:5]([N:7]1[CH2:15][CH2:14][CH:10]([C:11](Cl)=[O:12])[CH2:9][CH2:8]1)=[O:6].[F:16][C:17]1[CH:22]=[CH:21][CH:20]=[C:19]([F:23])[CH:18]=1>>[F:16][C:17]1[CH:18]=[C:19]([F:23])[CH:20]=[CH:21][C:22]=1[C:11]([CH:10]1[CH2:14][CH2:15][N:7]([CH:5]=[O:6])[CH2:8][CH2:9]1)=[O:12] |f:0.1.2.3|. Procedure: To a slurry of 39 g of aluminum chloride and 120 ml of 1,3-difluorobenzene was added dropwise, with stirring, 30 g of N-formylisonipecotic acid chloride. The reaction mixture was stirred under reflux for two hrs and poured into 1 l of ice-water. The mixture was extracted with 4 350-ml portions of chloroform. The combined organic extracts were washed with 2 300-ml portions of water, dried, filtered and evaporated. Trituration with petroleum ether and washing with ether at 0°, yielded 14 g (32.3%)... The reactants are C(C)(C1=NC=CC=C1)=NN (2-acetylpyridine hydrazone), C1(=CC=CC=C1)N=C=[Se] (phenylisoselenocyanate). The solvent is CC#N (CH3CN). Reaction conditions: temperature 45 celsius, time 3 hour. The product is C1(=CC=CC=C1)NC(=[Se])NN=C(C)C1=NC=CC=C1 (N-phenyl-2-[1-(2-pyridinyl)ethylidene]hydrazinecarboselenoamide). The yield is 44.6%. Reaction SMILES: [C:1](=[N:9][NH2:10])([C:3]1[CH:8]=[CH:7][CH:6]=[CH:5][N:4]=1)[CH3:2].[C:11]1([N:17]=[C:18]=[Se:19])[CH:16]=[CH:15][CH:14]=[CH:13][CH:12]=1>CC#N>[C:11]1([NH:17][C:18]([NH:10][N:9]=[C:1]([C:3]2[CH:8]=[CH:7][CH:6]=[CH:5][N:4]=2)[CH3:2])=[Se:19])[CH:16]=[CH:15][CH:14]=[CH:13][CH:12]=1. Reported procedure: To a solution of 2.6 g (20 mmol) of 2-acetylpyridine hydrazone in 25 ml of CH3CN was added 3.6 g (20 mmol) of phenylisoselenocyanate. The clear red solution was heated with stirring to 45° C. for 3 hours, the solution was cooled to room temperature, and the crystals which separated were collected. Recrystallization of the product from EtOH gave 2.83 g (45%) of N-phenyl-2-[1-(2-pyridinyl)ethylidene]hydrazinecarboselenoamide as fine yellow needles, mp 153°-156° C.